From a dataset of the Open Reaction Database (ORD), a public repository of structured organic reaction records. describe an organic reaction: reactants, conditions, products, and yield Starting materials: nitro, [N+](=O)([O-])C1=CC=C(C=C1)C1=NN(C(CC2=C1C=C1C(=C2)OCO1)C)C(C)=O (1-(4-nitrophenyl)-3-acetyl-4-methyl-7,8-methylenedioxy-3,4-dihydro-5H-2,3-benzodiazepine), product, O.NN (hydrazine hydrate). The reagents and catalysts are [Ni] (Raney nickel). Solvent: CO (methanol). Reaction conditions: time 1 hour. Yields the product NC1=CC=C(C=C1)C1=NN(C(CC2=C1C=C1C(=C2)OCO1)C)C(C)=O (1-(4-Aminophenyl)-3-acetyl-4-methyl-7,8-methylenedioxy-3,4-dihydro-5H-2,3-benzodiazepine). The yield is 77.3%. Reaction SMILES: [N+:1]([C:4]1[CH:9]=[CH:8][C:7]([C:10]2[C:16]3[CH:17]=[C:18]4[O:23][CH2:22][O:21][C:19]4=[CH:20][C:15]=3[CH2:14][CH:13]([CH3:24])[N:12]([C:25](=[O:27])[CH3:26])[N:11]=2)=[CH:6][CH:5]=1)([O-])=O.O.NN>CO.[Ni]>[NH2:1][C:4]1[CH:9]=[CH:8][C:7]([C:10]2[C:16]3[CH:17]=[C:18]4[O:23][CH2:22][O:21][C:19]4=[CH:20][C:15]=3[CH2:14][CH:13]([CH3:24])[N:12]([C:25](=[O:27])[CH3:26])[N:11]=2)=[CH:6][CH:5]=1 |f:1.2|. Procedure: To a suspension of 1.91 g (5.37 mmol) of 1-(4-nitrophenyl)-3-acetyl-4-methyl-7,8-methylenedioxy-3,4-dihydro-5H-2,3-benzodiazepine (product of Example 27) in 40 ml of methanol about 0.2 g of Raney nickel catalyst and 1.4 ml (28 mmol) of 100% hydrazine hydrate were added, then the reaction mixture was stirred at 20°-25° C. for one hour. The starting nitro derivative was dissolved within 10-20 minutes. After filtering the filtrate was evaporated under reduced pressure, the white crystalline residue...